From a dataset of the Open Reaction Database (ORD), a public repository of structured organic reaction records. describe an organic reaction: reactants, conditions, products, and yield Starting materials: Cl (HCl), C(=O)(Cl)Cl (phosgene), FC(C=1C=CC(=NC1)OC1=CC=C(N)C=C1)(F)F (4-(5-trifluoromethylpyrid-2-yloxy)aniline), C(=O)(Cl)Cl (phosgene), C(=O)(Cl)Cl (phosgene). Solvent: ClC1=CC=CC=C1 (chlorobenzene), ClC1=CC=CC=C1 (chlorobenzene). Run at temperature -20 celsius, time 1 hour. Product: FC(C=1C=CC(=NC1)OC1=CC=C(C=C1)N=C=O)(F)F (4-(5-Trifluoromethylpyrid-2-yloxy)phenylisocyanate). The yield is 90.0%. Reaction SMILES: [F:1][C:2]([F:18])([F:17])[C:3]1[CH:4]=[CH:5][C:6]([O:9][C:10]2[CH:16]=[CH:15][C:13]([NH2:14])=[CH:12][CH:11]=2)=[N:7][CH:8]=1.Cl.[C:20](Cl)(Cl)=[O:21]>ClC1C=CC=CC=1>[F:18][C:2]([F:1])([F:17])[C:3]1[CH:4]=[CH:5][C:6]([O:9][C:10]2[CH:11]=[CH:12][C:13]([N:14]=[C:20]=[O:21])=[CH:15][CH:16]=2)=[N:7][CH:8]=1. Procedure: 20.3 g (0.08 mol) of 4-(5-trifluoromethylpyrid-2-yloxy)aniline are dissolved in 200 ml of dry chlorobenzene. This solution is cooled to -20° C. and rapidly added a solution of 3.7 g of gaseous HCl in 80 ml of dry chlorobenzene. The resultant crystalline slurry is cooled to -30° C. and a strong flow of about 40 g of phosgene is introduced over 1 hour. The addition of phosgene is then discontinued and the reaction mixture is stirred for 1 hour at 20° C. and subsequently for 1 hour in an oil bath a...